Dataset: the Open Reaction Database (ORD), a public repository of structured organic reaction records. Task: describe an organic reaction: reactants, conditions, products, and yield Starting materials: BrC1=C(C=CC(=C1)F)C1N=C(NC(=C1C(=O)OCC)CBr)C=1SC=CN1 (Ethyl 4-(2-bromo-4-fluorophenyl)-6-(bromomethyl)-2-(thiazol-2-yl)-1,4-dihydropyrimidine-5-carboxylate), N1CC(OCC1)CCC(=O)OC (methyl 3-(morpholin-2-yl)propanoate). Yields the product BrC1=C(C=CC(=C1)F)C1N=C(NC(=C1C(=O)OCC)CN1CC(OCC1)CCC(=O)OC)C=1SC=CN1 (Ethyl 4-(2-bromo-4-fluorophenyl)-6-((2-(3-methoxy-3-oxopropyl)morpholino)methyl)-2-(thiazol-2-yl)-1,4-dihydropyrimidine-5-carboxylate). Isolated yield 44.5%. Reaction SMILES: [Br:1][C:2]1[CH:7]=[C:6]([F:8])[CH:5]=[CH:4][C:3]=1[CH:9]1[C:14]([C:15]([O:17][CH2:18][CH3:19])=[O:16])=[C:13]([CH2:20]Br)[NH:12][C:11]([C:22]2[S:23][CH:24]=[CH:25][N:26]=2)=[N:10]1.[NH:27]1[CH2:32][CH2:31][O:30][CH:29]([CH2:33][CH2:34][C:35]([O:37][CH3:38])=[O:36])[CH2:28]1>>[Br:1][C:2]1[CH:7]=[C:6]([F:8])[CH:5]=[CH:4][C:3]=1[CH:9]1[C:14]([C:15]([O:17][CH2:18][CH3:19])=[O:16])=[C:13]([CH2:20][N:27]2[CH2:32][CH2:31][O:30][CH:29]([CH2:33][CH2:34][C:35]([O:37][CH3:38])=[O:36])[CH2:28]2)[NH:12][C:11]([C:22]2[S:23][CH:24]=[CH:25][N:26]=2)=[N:10]1. Reported procedure: Ethyl 4-(2-bromo-4-fluorophenyl)-6-(bromomethyl)-2-(thiazol-2-yl)-1,4-dihydropyrimidine-5-carboxylate (1 g, 2 mmol) was reacted with methyl 3-(morpholin-2-yl)propanoate (0.38 g, 2.2 mmol) according to the procedure as described in Example 25, Step B to give the title compound as a yellow solid (0.53 g, 45%). The compound was characterized by the following spectroscopic data: